The task is: describe an organic reaction: reactants, conditions, products, and yield. This data is from the Open Reaction Database (ORD), a public repository of structured organic reaction records. Reactants: C1COCCO1, Clc1nccc2nc(-c3ccc(C4OCCO4)cc3)c(-c3ccccc3)cc12, Cl. Yields the product O=Cc1ccc(-c2nc3ccnc(Cl)c3cc2-c2ccccc2)cc1. RXN SMILES: [CH2:30]1[O:31][CH2:32][CH2:33][O:34][CH2:35]1.[Cl:1][c:2]1[c:3]2[cH:4][c:5](-[c:23]3[cH:24][cH:25][cH:26][cH:27][cH:28]3)[c:6](-[c:12]3[cH:13][cH:14][c:15]([CH:18]4[O:19][CH2:22][CH2:21][O:20]4)[cH:16][cH:17]3)[n:7][c:8]2[cH:9][cH:10][n:11]1.[ClH:29]>>[Cl:1][c:2]1[c:3]2[cH:4][c:5](-[c:23]3[cH:24][cH:25][cH:26][cH:27][cH:28]3)[c:6](-[c:12]3[cH:13][cH:14][c:15]([CH:18]=[O:19])[cH:16][cH:17]3)[n:7][c:8]2[cH:9][cH:10][n:11]1. The reactants are N1[C@@H](CCC1=O)C(=O)O (pyroglutamic acid), S(=O)(Cl)Cl (thionyl chloride), Cl.NC(CN1CCN(CC2=C1C=CC(=C2)C2=CC=CC=C2)C(=O)C2=CC=CC1=CC=CC=C21)CS ((+,−)-1-(2-Amino-3-mercaptopropyl)-2,3,4,5-tetrahydro-4-(naphthalenylcarbonyl)-7-phenyl-1H-1,4-benzodiazepine, Monohydrochloride), C(C)(C)N(CC)C(C)C (diisopropylethylamine). The solvent is C(Cl)Cl (methylene chloride), N1=CC=CC=C1 (pyridine), C(Cl)Cl (methylene chloride). Reaction conditions: time 2 hour. The product is C1(=CC=CC2=CC=CC=C12)C(=O)N1CCN(C2=C(C1)C=C(C=C2)C2=CC=CC=C2)C(=O)C2NC(CC2)=O (2,3,4,5-Tetrahydro-4-(1-naphthalenylcarbonyl)-1-[(5-oxo-2-pyrrolidinyl)carbonyl]-7-phenyl-1H-1,4-benzodiazepine). Isolated yield 28.9%. RXN SMILES: [NH:1]1[C:5](=[O:6])[CH2:4][CH2:3][C@H:2]1[C:7]([OH:9])=O.S(Cl)(Cl)=O.Cl.NC(CS)C[N:18]1[C:24]2[CH:25]=[CH:26][C:27]([C:29]3[CH:34]=[CH:33][CH:32]=[CH:31][CH:30]=3)=[CH:28][C:23]=2[CH2:22][N:21]([C:35]([C:37]2[C:46]3[C:41](=[CH:42][CH:43]=[CH:44][CH:45]=3)[CH:40]=[CH:39][CH:38]=2)=[O:36])[CH2:20][CH2:19]1.C(N(C(C)C)CC)(C)C>C(Cl)Cl.N1C=CC=CC=1>[C:37]1([C:35]([N:21]2[CH2:22][C:23]3[CH:28]=[C:27]([C:29]4[CH:34]=[CH:33][CH:32]=[CH:31][CH:30]=4)[CH:26]=[CH:25][C:24]=3[N:18]([C:7]([CH:2]3[CH2:3][CH2:4][C:5](=[O:6])[NH:1]3)=[O:9])[CH2:19][CH2:20]2)=[O:36])[C:46]2[C:41](=[CH:42][CH:43]=[CH:44][CH:45]=2)[CH:40]=[CH:39][CH:38]=1 |f:2.3|. Procedure: To a stirred solution of pyroglutamic acid (400 mg, 3.1 mmol) in methylene chloride (6 mL), was added thionyl chloride (4 mL) along with a drop of pyridine at room temperature. The reaction mixture was allowed to stir for 2 h and concentrated. The residue was dissolved in 2 mL methylene chloride. To this stirred solution, was added the compound E of Example 2 (40 mg, 0.106 mmol) and diisopropylethylamine (0.5 mL, 3 mmol) in methylene chloride (5 mL). The mixture was allowed to stir for 16 h, and...